Dataset: the Open Reaction Database (ORD), a public repository of structured organic reaction records. Task: describe an organic reaction: reactants, conditions, products, and yield Starting materials: [OH-].[Na+] (NaOH), ClC1=CC=C(C=C1)S(=O)(=O)C=1C=CC(=C(C1)C1CCN(CC1)C(C(F)(F)F)=O)OC (1-{4-[5-(4-chloro-benzenesulfonyl)2-methoxyphenyl]piperidin-1-yl}2,2,2-trifluoro-ethanone), O (water). Run in CO (methanol). Reaction conditions: temperature 80 celsius, time 10 minute. The product is ClC1=CC=C(C=C1)S(=O)(=O)C=1C=CC(=C(C1)C1CCNCC1)OC (4-[5-(4-chloro-benzenesulfonyl)2methoxy-phenyl] piperidine). Isolated yield 88.5%. Reaction SMILES: [Cl:1][C:2]1[CH:7]=[CH:6][C:5]([S:8]([C:11]2[CH:12]=[CH:13][C:14]([O:29][CH3:30])=[C:15]([CH:17]3[CH2:22][CH2:21][N:20](C(=O)C(F)(F)F)[CH2:19][CH2:18]3)[CH:16]=2)(=[O:10])=[O:9])=[CH:4][CH:3]=1.[OH-].[Na+].O>CO>[Cl:1][C:2]1[CH:7]=[CH:6][C:5]([S:8]([C:11]2[CH:12]=[CH:13][C:14]([O:29][CH3:30])=[C:15]([CH:17]3[CH2:18][CH2:19][NH:20][CH2:21][CH2:22]3)[CH:16]=2)(=[O:10])=[O:9])=[CH:4][CH:3]=1 |f:1.2|. Reported procedure: To a suspension of 1-{4-[5-(4-chloro-benzenesulfonyl)2-methoxyphenyl]piperidin-1-yl}-2,2,2-trifluoro-ethanone (31) (77 mg) in methanol (2 mL), a solution of 6N NaOH (0.5 mL) was added. After stirring at 80° C. for 10 min, water was added (10 ml) and the mixture was extracted into ethyl acetate (20 ml). The organic phase was dried (Na2SO4) and concentrated in vacuo to give 4-[5-(4-chloro-benzenesulfonyl)2methoxy-phenyl] piperidine (301) as a white solid (0.054 g ), MS, MH+ 365. The hydrochloride ... Product: C=CCC1(N=[N+]=[N-])CC(C)(C)CC(C)(C)C1. The reactants are C=CCC1(O)CC(C)(C)CC(C)(C)C1, C[Si](C)(C)N=[N+]=[N-], O, c1ccccc1. Reaction SMILES: [CH2:1]([CH:2]=[CH2:3])[C:4]1([OH:14])[CH2:5][C:6]([CH3:12])([CH3:13])[CH2:7][C:8]([CH3:10])([CH3:11])[CH2:9]1.[N:15](=[N+:16]=[N-:17])[Si:18]([CH3:19])([CH3:20])[CH3:21].[OH2:22].[cH:23]1[cH:24][cH:25][cH:26][cH:27][cH:28]1>>[CH2:1]([CH:2]=[CH2:3])[C:4]1([N:15]=[N+:16]=[N-:17])[CH2:5][C:6]([CH3:12])([CH3:13])[CH2:7][C:8]([CH3:10])([CH3:11])[CH2:9]1. The reactants are C(C)(C)(C)OC(COC1=C(C=C(C=C1)Cl)C#CC1=C(C=CC(=C1)S(=O)(=O)N(C)CCCC)C)=O (tert-butyl{2-[(5-{[butyl(methyl)amino]sulfonyl}-2-methylphenyl)ethynyl]-4-chlorophenoxy}acetate), C(C)(C)(C)OC(COC1=C(C=C(C=C1)Cl)C#CC1=C(C=CC(=C1)S(=O)(=O)N(C)CCCC)C)=O (tert-butyl{2-[(5-{[butyl(methyl)amino]sulfonyl}-2-methylphenyl)ethynyl]-4-chlorophenoxy}acetate). Solvent: C(C)OCC.CCCCC (diethyl ether pentane). Product: C(CCC)N(S(=O)(=O)C=1C=CC(=C(C1)C#CC1=C(OCC(=O)O)C=CC(=C1)Cl)C)C ({2-[(5-{[butyl(methyl)amino]sulfonyl}-2-methylphenyl)ethynyl]-4-chlorophenoxy}acetic acid). Yield: 96.0%. As a reaction SMILES: C([O:5][C:6](=[O:34])[CH2:7][O:8][C:9]1[CH:14]=[CH:13][C:12]([Cl:15])=[CH:11][C:10]=1[C:16]#[C:17][C:18]1[CH:23]=[C:22]([S:24]([N:27]([CH2:29][CH2:30][CH2:31][CH3:32])[CH3:28])(=[O:26])=[O:25])[CH:21]=[CH:20][C:19]=1[CH3:33])(C)(C)C>C(OCC)C.CCCCC>[CH2:29]([N:27]([CH3:28])[S:24]([C:22]1[CH:21]=[CH:20][C:19]([CH3:33])=[C:18]([C:17]#[C:16][C:10]2[CH:11]=[C:12]([Cl:15])[CH:13]=[CH:14][C:9]=2[O:8][CH2:7][C:6]([OH:34])=[O:5])[CH:23]=1)(=[O:25])=[O:26])[CH2:30][CH2:31][CH3:32] |f:1.2|. Procedure details: Following the general method as outlined in Example 15, starting from tert-butyl{2-[(5-{[butyl(methyl)amino]sulfonyl}-2-methylphenyl)ethynyl]-4-chlorophenoxy}acetate (Intermediate 161), the title compound was obtained as a beige solid in 96% yield after trituration in diethyl ether/pentane. Starting materials: N1(C(CC1)=O)S(=O)Br (azetidinone sulfinyl bromide), stannic chloride, C1(C=2C(C(N1C1[C@@H]3N(C(C(CS3=O)=C)C(=O)OC)C1=O)=O)=CC=CC2)=O (methyl 7-phthalimido-3-methylenecepham-4-carboxylate-1-oxide), R- and S-sulfoxide. The solvent is C(Cl)Cl (methylene chloride). The product is CC(C(C(=O)OC)N1C(C(C1=O)N1C(C=2C(C1=O)=CC=CC2)=O)S(=O)Br)=C (Methyl 3-methyl-2-(2-bromosulfinyl-4-oxo-3-phthalimido-1-azetidinyl)-3-butenoate). As a reaction SMILES: N1(S([Br:8])=O)CCC1=O.[C:9]1(=[O:34])[N:13]([CH:14]2[C:27](=[O:28])[N:16]3[CH:17]([C:23]([O:25][CH3:26])=[O:24])[C:18](=[CH2:22])[CH2:19][S:20](=[O:21])[C@H:15]23)[C:12](=[O:29])[C:11]2=[CH:30][CH:31]=[CH:32][CH:33]=[C:10]12>C(Cl)Cl>[CH3:19][C:18](=[CH2:22])[CH:17]([N:16]1[C:27](=[O:28])[CH:14]([N:13]2[C:12](=[O:29])[C:11]3=[CH:30][CH:31]=[CH:32][CH:33]=[C:10]3[C:9]2=[O:34])[CH:15]1[S:20]([Br:8])=[O:21])[C:23]([O:25][CH3:26])=[O:24]. Procedure details: The azetidinone sulfinyl bromide from above was dissolved in 20 ml. of methylene chloride; 0.6 ml. of stannic chloride was added to the solution. After 45 minutes at room temperature the reaction mixture was washed with water and brine, dried over anhydrous MgSO4, and evaporated in vacuo to dryness to provide 1.15 g. of methyl 7-phthalimido-3-methylenecepham-4-carboxylate-1-oxide (a mixture of R- and S-sulfoxide isomers). For the predominant isomer: nmr (CDCl3) δ3.64, 4.20 (ABq, 2, J=13.0 Hz, C2... Reaction SMILES: [F:1][C:2]([F:42])([F:41])[C:3]1[CH:4]=[C:5]([CH:34]=[C:35]([C:37]([F:40])([F:39])[F:38])[CH:36]=1)[CH2:6][N:7]1[C:11]([C:12]2[CH:17]=[CH:16][CH:15]=[CH:14][CH:13]=2)=[C:10]([C:18]2[C:23]3=[C:24]([C:27]4[CH:32]=[CH:31][CH:30]=[CH:29][C:28]=4[Cl:33])[O:25][N:26]=[C:22]3[CH:21]=[CH:20][N:19]=2)[N:9]=[N:8]1>C(OCC)(=O)C.[Pt]>[NH2:26][C:22]1[CH:21]=[CH:20][N:19]=[C:18]([C:10]2[N:9]=[N:8][N:7]([CH2:6][C:5]3[CH:34]=[C:35]([C:37]([F:38])([F:39])[F:40])[CH:36]=[C:3]([C:2]([F:41])([F:1])[F:42])[CH:4]=3)[C:11]=2[C:12]2[CH:17]=[CH:16][CH:15]=[CH:14][CH:13]=2)[C:23]=1[C:24]([C:27]1[CH:32]=[CH:31][CH:30]=[CH:29][C:28]=1[Cl:33])=[O:25]. The reagents and catalysts are [Pt] (Pt—C). Procedure: Stir a mixture of 4-[1-(3,5-bistrifluoromethylbenzyl)-5-phenyl-1H-[1,2,3]triazol-4-yl]-3-(2-chlorophenyl)-isoxazolo[4,3-c]pyridine (350 g, 0.583 mol) and 5% Pt—C (35 g) in ethyl acetate (3.5 L) under a H2 (˜5 psi) atmosphere for 20 hours. Filter through hyflo, wash with ethyl acetate (3.5 L) and concentrate to a solid. Dissolve in ethyl acetate (7 L) and add Darco® (600 g). Stir for 2 hours then filter through hyflo. Rinse filter cake with ethyl acetate (3.5 L) and concentrate filtrates to give ... The reactants are FC(C=1C=C(CN2N=NC(=C2C2=CC=CC=C2)C2=NC=CC=3C2=C(ON3)C3=C(C=CC=C3)Cl)C=C(C1)C(F)(F)F)(F)F (4-[1-(3,5-bistrifluoromethylbenzyl)-5-phenyl-1H-[1,2,3]triazol-4-yl]-3-(2-chlorophenyl)-isoxazolo[4,3-c]pyridine). Yields the product NC1=C(C(=NC=C1)C=1N=NN(C1C1=CC=CC=C1)CC1=CC(=CC(=C1)C(F)(F)F)C(F)(F)F)C(=O)C1=C(C=CC=C1)Cl ({4-Amino-2-[1-(3,5-bis-trifluoromethyl-benzyl)-5-phenyl-1H-[1,2,3]triazol-4-yl]-pyridin-3-yl}-(2-chloro-phenyl)-methanone). Solvent: C(C)(=O)OCC (ethyl acetate). Reactants: COC(C=CC1=CC=C(C=C1)C=O)=O (4-formylcinnamic acid methyl ester), FC(C1=CC=C(C=C1)[N+]#[C-])(F)F (4-(trifluoromethyl)-phenyl isocyanide), O1CCN(CC1)CCN (2-morpholinoethylamine), C(=O)O (formic acid), CO (methanol), CO (methanol). Product: COC(\C=C\C1=CC=C(C=C1)C(C(NC1=CC=C(C=C1)C(F)(F)F)=O)N(CCN1CCOCC1)C=O)=O ((E)-3-{4-[[Formyl-(2-morpholin-4-yl-ethyl)-amino]-(4-trifluoromethyl-phenylcarbamoyl)-methyl]-phenyl}-acrylic acid methyl ester). Yield: 50.2%. RXN SMILES: [CH3:1][O:2][C:3](=[O:14])[CH:4]=[CH:5][C:6]1[CH:11]=[CH:10][C:9]([CH:12]=O)=[CH:8][CH:7]=1.[F:15][C:16]([F:26])([F:25])[C:17]1[CH:22]=[CH:21][C:20]([N+:23]#[C-:24])=[CH:19][CH:18]=1.[O:27]1[CH2:32][CH2:31][N:30]([CH2:33][CH2:34][NH2:35])[CH2:29][CH2:28]1.[CH:36](O)=[O:37].C[OH:40]>>[CH3:1][O:2][C:3](=[O:14])/[CH:4]=[CH:5]/[C:6]1[CH:11]=[CH:10][C:9]([CH:12]([N:35]([CH:36]=[O:37])[CH2:34][CH2:33][N:30]2[CH2:31][CH2:32][O:27][CH2:28][CH2:29]2)[C:24](=[O:40])[NH:23][C:20]2[CH:19]=[CH:18][C:17]([C:16]([F:25])([F:26])[F:15])=[CH:22][CH:21]=2)=[CH:8][CH:7]=1. Procedure: A solution of 4-formylcinnamic acid methyl ester (3.66 g, 19.2 mmol), 4-(trifluoromethyl)-phenyl isocyanide (3.32 g, 19.2 mmol), 2-morpholinoethylamine (2.50 g, 19.2 mmol) and formic acid solution in methanol (12.9 mL, 1.5M) in methanol (9 mL) was stirred at 80 degrees Celcius for 8 hours. After solvent removal, the crude product was directly purified by flash column chromatography over silica gel (dichloromethane/methanol, 100:1 to 20:1, v:v) to yield the desired product (5 g, 50.2%). MS: calc'... The reactants are C(C)(C)[Mg]Cl (isopropylmagnesium chloride), FC1=CC=C(C=O)C=C1 (4-Fluorobenzaldehyde), [Li]CCCC (n-BuLi), IC1=NN(C=C1CN(C(OC(C)(C)C)=O)S(=O)(=O)C1=CC=C(C=C1)C(F)(F)F)COC (tert-butyl (3-iodo-1-(methoxymethyl)-1H-pyrazol-4-yl)methyl(4-(trifluoromethyl)phenylsulfonyl)carbamate). Run in C1CCOC1 (THF), C1CCOC1 (THF). Reaction conditions: temperature -78 celsius, time 30 minute. Yields the product FC1=CC=C(C=C1)C(C1=NN(C=C1CN(C(OC(C)(C)C)=O)S(=O)(=O)C1=CC=C(C=C1)C(F)(F)F)COC)O (tert-butyl (3-((4-fluorophenyl)(hydroxy)methyl)-1-(methoxymethyl)-1H-pyrazol-4-yl)methyl(4-(trifluoromethyl)phenylsulfonyl)carbamate). Yield: 54.9%. RXN SMILES: C([Mg]Cl)(C)C.[Li]CCCC.I[C:12]1[C:16]([CH2:17][N:18]([S:26]([C:29]2[CH:34]=[CH:33][C:32]([C:35]([F:38])([F:37])[F:36])=[CH:31][CH:30]=2)(=[O:28])=[O:27])[C:19](=[O:25])[O:20][C:21]([CH3:24])([CH3:23])[CH3:22])=[CH:15][N:14]([CH2:39][O:40][CH3:41])[N:13]=1.[F:42][C:43]1[CH:50]=[CH:49][C:46]([CH:47]=[O:48])=[CH:45][CH:44]=1>C1COCC1>[F:42][C:43]1[CH:50]=[CH:49][C:46]([CH:47]([OH:48])[C:12]2[C:16]([CH2:17][N:18]([S:26]([C:29]3[CH:34]=[CH:33][C:32]([C:35]([F:38])([F:37])[F:36])=[CH:31][CH:30]=3)(=[O:28])=[O:27])[C:19](=[O:25])[O:20][C:21]([CH3:24])([CH3:23])[CH3:22])=[CH:15][N:14]([CH2:39][O:40][CH3:41])[N:13]=2)=[CH:45][CH:44]=1. Reported procedure: To a flame-dried flask under nitrogen was added THF (3 mL) followed by isopropylmagnesium chloride (2M THF, 0.708 mL) and the mixture cooled to −10° C. n-BuLi (1.6M Hexane, 1.77 mL) was added dropwise and stirred for 30 minutes. The reaction was cooled to −78° C. and tert-butyl (3-iodo-1-(methoxymethyl)-1H-pyrazol-4-yl)methyl(4-(trifluoromethyl)phenylsulfonyl)carbamate (43) (815 mg, 1.42 mmol) in THF (3 mL) was added dropwise and stirred for 30 minutes. 4-Fluorobenzaldehyde (0.91 mL, 8.52 mmol) ... Reactants: 10, Cl.ClCCNC(C1=CC=CC=C1)C1=CC=CC=C1 (N-(2-chloroethyl)-α-phenylbenzenemethanamine hydrochloride), ClC1=CC=C(C=C1)C1(CCNCC1)O (4-(4-chlorophenyl)-4-piperidinol), C([O-])([O-])=O.[Na+].[Na+] (sodium carbonate), [I-].[K+] (potassium iodide). The solvent is CC(CC(C)=O)C (4-methyl-2-pentanone), O (water). Yields the product ClC1=CC=C(C=C1)C1(CCN(CC1)CCNC(C1=CC=CC=C1)C1=CC=CC=C1)O (4-(4-chlorophenyl)-1-{2-[(diphenylmethyl)amino]ethyl}-4-piperidinol). Reaction SMILES: Cl.Cl[CH2:3][CH2:4][NH:5][CH:6]([C:13]1[CH:18]=[CH:17][CH:16]=[CH:15][CH:14]=1)[C:7]1[CH:12]=[CH:11][CH:10]=[CH:9][CH:8]=1.[Cl:19][C:20]1[CH:25]=[CH:24][C:23]([C:26]2([OH:32])[CH2:31][CH2:30][NH:29][CH2:28][CH2:27]2)=[CH:22][CH:21]=1.C(=O)([O-])[O-].[Na+].[Na+].[I-].[K+]>O.CC(C)CC(=O)C>[Cl:19][C:20]1[CH:25]=[CH:24][C:23]([C:26]2([OH:32])[CH2:27][CH2:28][N:29]([CH2:3][CH2:4][NH:5][CH:6]([C:13]3[CH:18]=[CH:17][CH:16]=[CH:15][CH:14]=3)[C:7]3[CH:12]=[CH:11][CH:10]=[CH:9][CH:8]=3)[CH2:30][CH2:31]2)=[CH:22][CH:21]=1 |f:0.1,3.4.5,6.7|. Procedure details: A mixture of 10 parts of N-(2-chloroethyl)-α-phenylbenzenemethanamine hydrochloride 7 parts of 4-(4-chlorophenyl)-4-piperidinol, 10.6 parts of sodium carbonate, 0.1 parts of potassium iodide and 80 parts of 4-methyl-2-pentanone is stirred and refluxed overnight. The reaction mixture is taken up in water and the layers are separated. The aqueous phase is extracted with 4-methyl--pentanone. The combined organic phases are washed with water, dried, filtered and evaporated. The residue is purified b... Reported procedure: A solution of 3-phenylpropyl isothiocyanate (500 mg, 2.82 mmol) and 2-aminothiazole (300 mg, 3.0 mmol) in N,N-dimethylformamide (10 mL) was heated to 100° C. After 20 h, the reaction was cooled to room temperature and poured into ethyl acetate. The organic phase was washed with 1N hydrochloric acid, water (3×), and brine. The organic layer was dried over sodium sulfate, filtered and concentrated. The solid obtained was purified by flash chromatography on silica gel (1% ethyl acetate in dichlorom... Isolated yield 16.5%. Run in CN(C=O)C (N,N-dimethylformamide). Product: C1(=CC=CC=C1)CCCNC(=S)NC=1SC=CN1 (N-(3-Phenylpropyl)-N'-(2-thiazolyl)thiourea). RXN SMILES: [C:1]1([CH2:7][CH2:8][CH2:9][N:10]=[C:11]=[S:12])[CH:6]=[CH:5][CH:4]=[CH:3][CH:2]=1.[NH2:13][C:14]1[S:15][CH:16]=[CH:17][N:18]=1.C(OCC)(=O)C>CN(C)C=O>[C:1]1([CH2:7][CH2:8][CH2:9][NH:10][C:11]([NH:13][C:14]2[S:15][CH:16]=[CH:17][N:18]=2)=[S:12])[CH:6]=[CH:5][CH:4]=[CH:3][CH:2]=1. Conditions: time 20 hour. The reactants are C1(=CC=CC=C1)CCCN=C=S (3-phenylpropyl isothiocyanate), NC=1SC=CN1 (2-aminothiazole), C(C)(=O)OCC (ethyl acetate). Reactants: O=C(O)CSc1nnc(Br)n1-c1ccc(C2CC2)c2ccccc12, NO. The product is O=C(CSc1nnc(Br)n1-c1ccc(C2CC2)c2ccccc12)NO. RXN SMILES: [Br:1][c:2]1[n:3](-[c:12]2[cH:13][cH:14][c:15]([CH:22]3[CH2:23][CH2:24]3)[c:16]3[cH:17][cH:18][cH:19][cH:20][c:21]23)[c:4]([S:7][CH2:8][C:9](=[O:10])[OH:11])[n:5][n:6]1.[NH2:25][OH:26]>>[Br:1][c:2]1[n:3](-[c:12]2[cH:13][cH:14][c:15]([CH:22]3[CH2:23][CH2:24]3)[c:16]3[cH:17][cH:18][cH:19][cH:20][c:21]23)[c:4]([S:7][CH2:8][C:9](=[O:11])[NH:25][OH:26])[n:5][n:6]1.